Dataset: the Open Reaction Database (ORD), a public repository of structured organic reaction records. Task: describe an organic reaction: reactants, conditions, products, and yield Reactants: BrC1=CC=C(OC=2N=C3N(C=CC=C3)C2)C=C1 (2-(4-bromophenoxy)imidazo[1,2-a]pyridine), N1C(CC=2C1=NC=CC2)=O (1,3-dihydro-2H-pyrrolo[2,3-b]pyridine-2-one), CN[C@H]1[C@@H](CCCC1)NC (trans-N,N′-dimethylcyclohexane-1,2-diamine), C(=O)([O-])[O-].[K+].[K+] (K2CO3). Reagents/catalysts: [Cu]I (copper(I) iodide). Solvent: C1CCOC1 (THF). Conditions: temperature 180 celsius. Yields the product N=1C(=CN2C1C=CC=C2)OC2=CC=C(C=C2)N2C(CC=1C2=NC=CC1)=O (1-[4-(imidazo[1,2-a]pyridin-2-yloxy)phenyl]-1,3-dihydro-2H-pyrrolo[2,3-b]pyridin-2-one). Isolated yield 17.2%. RXN SMILES: Br[C:2]1[CH:17]=[CH:16][C:5]([O:6][C:7]2[N:8]=[C:9]3[CH:14]=[CH:13][CH:12]=[CH:11][N:10]3[CH:15]=2)=[CH:4][CH:3]=1.[NH:18]1[C:22]2=[N:23][CH:24]=[CH:25][CH:26]=[C:21]2[CH2:20][C:19]1=[O:27].CN[C@@H]1CCCC[C@H]1NC.C([O-])([O-])=O.[K+].[K+]>[Cu]I.C1COCC1>[N:8]1[C:7]([O:6][C:5]2[CH:16]=[CH:17][C:2]([N:18]3[C:22]4=[N:23][CH:24]=[CH:25][CH:26]=[C:21]4[CH2:20][C:19]3=[O:27])=[CH:3][CH:4]=2)=[CH:15][N:10]2[CH:11]=[CH:12][CH:13]=[CH:14][C:9]=12 |f:3.4.5|. Reported procedure: Ethyl 2-chloroimidazo[1,2-a]pyridine-3-carboxylate (2.00 g) was added to a solution of p-bromophenol (1.617 g) and NaH (0.427 g) in DMF (dry) (10 mL) at 100° C. The mixture was stirred at 100° C. under a dry atmosphere overnight. The reaction mixture was diluted with MeOH, and concentrated in vacuo. The residue was purified by column chromatography (silica gel, eluted with 0%-30% EtOAc in hexane) to give ethyl 2-(4-bromophenoxy)imidazo[1,2-a]pyridine-3-carboxylate (1.5 g) as a colorless solid an... Product: C(C)(C)(C)OC(=O)N1C[C@H]([C@@H](CC1)OC=1C=NC(=CC1)N1C=CC2=CC(=CC=C12)S(=O)(=O)C)F (trans(±)-tert-Butyl-3-fluoro-4-((6-(5-(methylsulfonyl)-1H-indol-1-yl)pyridin-3-yl)oxy)piperidine-1-carboxylate). Procedure: The title compound was prepared by following the similar procedure as described in Example-1 by using 5-(methylsulfonyl)-1H-indole (intermediate-21) and trans(±)-tert-butyl-4-((6-chloropyridin-3-yl)oxy)-3-fluoropiperidine-1-carboxylate (intermediate-63) (0.220 g, 37%). Reactants: CS(=O)(=O)C=1C=C2C=CNC2=CC1 (5-(methylsulfonyl)-1H-indole), C(C)(C)(C)OC(=O)N1C[C@H]([C@@H](CC1)OC=1C=NC(=CC1)Cl)F (trans(±)-tert-butyl-4-((6-chloropyridin-3-yl)oxy)-3-fluoropiperidine-1-carboxylate). RXN SMILES: [CH3:1][S:2]([C:5]1[CH:6]=[C:7]2[C:11](=[CH:12][CH:13]=1)[NH:10][CH:9]=[CH:8]2)(=[O:4])=[O:3].[C:14]([O:18][C:19]([N:21]1[CH2:26][CH2:25][C@@H:24]([O:27][C:28]2[CH:29]=[N:30][C:31](Cl)=[CH:32][CH:33]=2)[C@H:23]([F:35])[CH2:22]1)=[O:20])([CH3:17])([CH3:16])[CH3:15]>>[C:14]([O:18][C:19]([N:21]1[CH2:26][CH2:25][C@@H:24]([O:27][C:28]2[CH:29]=[N:30][C:31]([N:10]3[C:11]4[C:7](=[CH:6][C:5]([S:2]([CH3:1])(=[O:4])=[O:3])=[CH:13][CH:12]=4)[CH:8]=[CH:9]3)=[CH:32][CH:33]=2)[C@H:23]([F:35])[CH2:22]1)=[O:20])([CH3:17])([CH3:15])[CH3:16]. Starting materials: C, CO, O=C(O)c1c(F)ccc([N+](=O)[O-])c1F, [H][H], [Pd]. Product: Nc1ccc(F)c(C(=O)O)c1F. RXN SMILES: [C:17].[CH3:19][OH:20].[F:1][c:2]1[c:3]([C:4](=[O:5])[OH:6])[c:7]([F:14])[cH:8][cH:9][c:10]1[N+:11]([O-:12])=[O:13].[H:15][H:16].[Pd:18]>>[F:1][c:2]1[c:3]([C:4](=[O:5])[OH:6])[c:7]([F:14])[cH:8][cH:9][c:10]1[NH2:11]. The reactants are N[C@H](CC1=CC=CN=C1)C(=O)O (D-3Pal), N[C@H](CC1=CC=CN=C1)C(=O)O (D-3-Pal), Peptides, amino acids, NCCC1=CNC=N1 (histamine), C=1C=CC2=C(C1)C(=CN2)C[C@H](C(=O)O)N (D-Trp), C=1C=CC2=C(C1)C(=CN2)C[C@H](C(=O)O)N (D-Trp), N[C@H](CC1=CC=C2C=CC=CC2=C1)C(=O)O (D-2-Nal), N[C@H](CC1=CC=C2C=CC=CC2=C1)C(=O)O (D-2-Nal). Product: N1=C(C=CC=C1)C(=O)O (picolinic acid). RXN SMILES: N[C@@H](C(O)=O)CC1C=NC=CC=1.C1C=C[C:16]2NC=[C:19]([CH2:22][C@@H:23]([NH2:27])[C:24]([OH:26])=[O:25])[C:17]=2C=1.N[C@@H](C(O)=O)CC1C=C2C(C=CC=C2)=CC=1.NCCC1N=CNC=1>>[N:27]1[CH:16]=[CH:17][CH:19]=[CH:22][C:23]=1[C:24]([OH:26])=[O:25]. Procedure details: D-PicLys was substituted by D-3Pal, D-Trp, D-PzcLys, D-2-Nal and D-NicLys. Peptides 7 and 10 with D-3-Pal and D-2-Nal, respectively, were inactive at 0.25 μg. D-Trp is neutral and D-PzcLys is less basic than D-PicLys. These amino acids might be a good choice for lowering histamine release. Analog 11 with D-NicLys showed 67% AOA/0.25 μg which confirms past results that picolinic acid is superior to nicotinic acid for acylation of lysine. Starting materials: ClC=1C=C(C=CC1OC(C)C)C1=NC(=NO1)C1=C2C=CN=C(C2=CC=C1)N1CCN(CC1)C(=O)OC(C)(C)C (1,1-Dimethylethyl 4-[5-(5-{3-chloro-4-[(1-methylethyl)oxy]phenyl}-1,2,4-oxadiazol-3-yl)-1-isoquinolinyl]-1-piperazinecarboxylate), FC(C(=O)O)(F)F (trifluoroacetic acid), ClCCl (dichloromethane). Run in CS(=O)C (DMSO). Product: FC(C(=O)O)(F)F.ClC=1C=C(C=CC1OC(C)C)C1=NC(=NO1)C1=C2C=CN=C(C2=CC=C1)N1CCNCC1 (5-(5-{3-Chloro-4-[(1-methylethyl)oxy]phenyl}-1,2,4-oxadiazol-3-yl)-1-(1-piperazinyl)isoquinoline trifluoroacetic acid salt). The yield is 64.5%. As a reaction SMILES: [Cl:1][C:2]1[CH:3]=[C:4]([C:12]2[O:16][N:15]=[C:14]([C:17]3[CH:26]=[CH:25][CH:24]=[C:23]4[C:18]=3[CH:19]=[CH:20][N:21]=[C:22]4[N:27]3[CH2:32][CH2:31][N:30](C(OC(C)(C)C)=O)[CH2:29][CH2:28]3)[N:13]=2)[CH:5]=[CH:6][C:7]=1[O:8][CH:9]([CH3:11])[CH3:10].[F:40][C:41]([F:46])([F:45])[C:42]([OH:44])=[O:43].ClCCl>CS(C)=O>[F:40][C:41]([F:46])([F:45])[C:42]([OH:44])=[O:43].[Cl:1][C:2]1[CH:3]=[C:4]([C:12]2[O:16][N:15]=[C:14]([C:17]3[CH:26]=[CH:25][CH:24]=[C:23]4[C:18]=3[CH:19]=[CH:20][N:21]=[C:22]4[N:27]3[CH2:28][CH2:29][NH:30][CH2:31][CH2:32]3)[N:13]=2)[CH:5]=[CH:6][C:7]=1[O:8][CH:9]([CH3:10])[CH3:11] |f:4.5|. Procedure details: 1,1-Dimethylethyl 4-[5-(5-{3-chloro-4-[(1-methylethyl)oxy]phenyl}-1,2,4-oxadiazol-3-yl)-1-isoquinolinyl]-1-piperazinecarboxylate (D15; 24 mg, 0.044 mmol), trifluoroacetic acid (1 ml, 13.0 mmol) and dichloromethane (1 ml) were stirred at room temperature for 1 h. The samples were dissolved in DMSO (1 ml) and purified by Mass Directed Preparative HPLC (supelcosil ABZ+Plus alkylamide phase column), eluting with solvents A/B (A: water+0.1% formic acid, B: MeCN:Water 95:5+0.05% formic acid). The solv... Starting materials: CCCCc1nn(-c2cc([N+](=O)[O-])ccc2Cl)c(=O)n1Cc1ccc(-c2ccccc2S(=O)(=O)NC(=O)OC(C)(C)C)cc1, CCOC(C)=O, O=[Pt]. The product is CCCCc1nn(-c2cc(N)ccc2Cl)c(=O)n1Cc1ccc(-c2ccccc2S(=O)(=O)NC(=O)OC(C)(C)C)cc1. Reaction SMILES: [C:1]([CH3:2])([CH3:3])([CH3:4])[O:5][C:6](=[O:7])[NH:8][S:9](=[O:10])(=[O:11])[c:12]1[c:13](-[c:18]2[cH:19][cH:20][c:21]([CH2:24][n:25]3[c:26](=[O:44])[n:27](-[c:34]4[c:35]([Cl:43])[cH:36][cH:37][c:38]([N+:40]([O-:41])=[O:42])[cH:39]4)[n:28][c:29]3[CH2:30][CH2:31][CH2:32][CH3:33])[cH:22][cH:23]2)[cH:14][cH:15][cH:16][cH:17]1.[CH3:47][CH2:48][O:49][C:50](=[O:51])[CH3:52].[Pt:45]=[O:46]>>[C:1]([CH3:2])([CH3:3])([CH3:4])[O:5][C:6](=[O:7])[NH:8][S:9](=[O:10])(=[O:11])[c:12]1[c:13](-[c:18]2[cH:19][cH:20][c:21]([CH2:24][n:25]3[c:26](=[O:44])[n:27](-[c:34]4[c:35]([Cl:43])[cH:36][cH:37][c:38]([NH2:40])[cH:39]4)[n:28][c:29]3[CH2:30][CH2:31][CH2:32][CH3:33])[cH:22][cH:23]2)[cH:14][cH:15][cH:16][cH:17]1. Starting materials: CS(=O)(=O)c1nccc(N2CCC(=O)N3CC=C(c4ccccc4)N=C32)n1, CN1CCCC1=O, CC(N)Cc1ccc(CO)cc1, C1COCCO1. Product: CC(Cc1ccc(CO)cc1)Nc1nccc(N2CCC(=O)N3CC=C(c4ccccc4)N=C32)n1. As a reaction SMILES: [CH3:1][S:2](=[O:3])(=[O:4])[c:5]1[n:6][cH:7][cH:8][c:9]([N:11]2[C:12]3=[N:21][C:20]([c:22]4[cH:23][cH:24][cH:25][cH:26][cH:27]4)=[CH:19][CH2:18][N:13]3[C:14](=[O:17])[CH2:15][CH2:16]2)[n:10]1.[CH3:46][N:47]1[CH2:48][CH2:49][CH2:50][C:51]1=[O:52].[NH2:28][CH:29]([CH2:30][c:31]1[cH:32][cH:33][c:34]([CH2:37][OH:38])[cH:35][cH:36]1)[CH3:39].[O:40]1[CH2:41][CH2:42][O:43][CH2:44][CH2:45]1>>[c:5]1([NH:28][CH:29]([CH2:30][c:31]2[cH:32][cH:33][c:34]([CH2:37][OH:38])[cH:35][cH:36]2)[CH3:39])[n:6][cH:7][cH:8][c:9]([N:11]2[C:12]3=[N:21][C:20]([c:22]4[cH:23][cH:24][cH:25][cH:26][cH:27]4)=[CH:19][CH2:18][N:13]3[C:14](=[O:17])[CH2:15][CH2:16]2)[n:10]1.